Task: describe an organic reaction: reactants, conditions, products, and yield. Dataset: the Open Reaction Database (ORD), a public repository of structured organic reaction records The reactants are CC(C)(C)OC(=O)N1CC(N2CCC(F)(F)C2)C1, ClCCl, O=C(O)C(F)(F)F. The product is FC1(F)CCN(C2CNC2)C1. RXN SMILES: [C:1]([O:2][C:3](=[O:4])[N:8]1[CH2:9][CH:10]([N:12]2[CH2:13][C:14]([F:17])([F:18])[CH2:15][CH2:16]2)[CH2:11]1)([CH3:5])([CH3:6])[CH3:7].[Cl:26][CH2:27][Cl:28].[F:19][C:20]([F:21])([F:22])[C:23]([OH:24])=[O:25]>>[NH:8]1[CH2:9][CH:10]([N:12]2[CH2:13][C:14]([F:17])([F:18])[CH2:15][CH2:16]2)[CH2:11]1.